From a dataset of the Open Reaction Database (ORD), a public repository of structured organic reaction records. describe an organic reaction: reactants, conditions, products, and yield Reactants: ClC1=C(C(=CC=C1)F)C(C)O (1-(2-Chloro-6-fluorophenyl)ethanol), N1C=NC=C1 (imidazole), [Si](C)(C)(C(C)(C)C)Cl (t-butyldimethylsilylchloride). The solvent is CN(C)C=O (DMF), CCOCC (ether). Yields the product ClC1=C(C(=CC=C1)F)C(C)O[Si](C)(C)C(C)(C)C (1-(2-chloro-6-fluorophenyl)ethyl (t-butyldimethylsilyi)ether). The yield is 94.6%. RXN SMILES: [Cl:1][C:2]1[CH:7]=[CH:6][CH:5]=[C:4]([F:8])[C:3]=1[CH:9]([OH:11])[CH3:10].N1C=CN=C1.[Si:17](Cl)([C:20]([CH3:23])([CH3:22])[CH3:21])([CH3:19])[CH3:18]>CN(C=O)C.CCOCC>[Cl:1][C:2]1[CH:7]=[CH:6][CH:5]=[C:4]([F:8])[C:3]=1[CH:9]([O:11][Si:17]([C:20]([CH3:23])([CH3:22])[CH3:21])([CH3:19])[CH3:18])[CH3:10]. Reported procedure: 1-(2-Chloro-6-fluorophenyl)ethanol (8.5 g), imidazole (8.1 g) and t-butyldimethylsilylchloride (8.71 g) were stirred in DMF for 24 hours. The mixture was diluted with ether and washed with water, dried (anhydrous magnesium sulphate) and filtered. The filtrate was evaporated to dryness to give 1-(2-chloro-6-fluorophenyl)ethyl (t-butyldimethylsilyi)ether (13.3 g) as a clear oil, NMR (CDCl3) -0.1(s,3H), 0.05(s,3H), 0.85(s,9H), 1.5(d,3H), 5.4(q, 1H), 6.9(m, 1H), 7.05(m,2H).